Dataset: the Open Reaction Database (ORD), a public repository of structured organic reaction records. Task: describe an organic reaction: reactants, conditions, products, and yield Reactants: C(C)(C)(C)OC(=O)N1CCC2=C(N(N=C2CC1)C1=CC=CC=C1)C=1SC=CC1 (2-Phenyl-3-thiophen-2-yl-4,5,7,8-tetrahydro-2H-1,2,6-triaza-azulene-6-carboxylic acid tert-butyl ester), PdCl2dppf, C(C)(C)(C)OC(=O)N1CCC2=C(N(N=C2CC1)C1=CC=CC=C1)OS(=O)(=O)C(F)(F)F (2-phenyl-3-trifluoromethanesulfonyloxy-4,5,7,8-tetrahydro-2H-1,2,6-triaza-azulene-6-carboxylic acid tert-butyl ester), C(=O)([O-])[O-].[Na+].[Na+] (Na2CO3), S1C(=CC=C1)B(O)O (thiophene-2-boronic acid). Run in CN(C)C=O (DMF), O (water). Reaction conditions: temperature 80 celsius. Product: C1(=CC=CC=C1)N1N=C2CCNCCC2=C1C=1SC=CC1 (2-Phenyl-3-thiophen-2-yl-2,4,5,6,7,8-hexahydro-1,2,6-triaza-azulene). Reaction SMILES: C(OC([N:8]1[CH2:17][CH2:16][C:15]2[C:11](=[C:12]([C:24]3[S:25][CH:26]=[CH:27][CH:28]=3)[N:13]([C:18]3[CH:23]=[CH:22][CH:21]=[CH:20][CH:19]=3)[N:14]=2)[CH2:10][CH2:9]1)=O)(C)(C)C.C(OC(N1CCC2C(=C(OS(C(F)(F)F)(=O)=O)N(C3C=CC=CC=3)N=2)CC1)=O)(C)(C)C.C([O-])([O-])=O.[Na+].[Na+].S1C=CC=C1B(O)O>CN(C=O)C.O>[C:18]1([N:13]2[C:12]([C:24]3[S:25][CH:26]=[CH:27][CH:28]=3)=[C:11]3[C:15]([CH2:16][CH2:17][NH:8][CH2:9][CH2:10]3)=[N:14]2)[CH:19]=[CH:20][CH:21]=[CH:22][CH:23]=1 |f:2.3.4|. Procedure details: 2-Phenyl-3-thiophen-2-yl-4,5,7,8-tetrahydro-2H-1,2,6-triaza-azulene-6-carboxylic acid tert-butyl ester. To a solution of 199.8 mg of 2-phenyl-3-trifluoromethanesulfonyloxy-4,5,7,8-tetrahydro-2H-1,2,6-triaza-azulene-6-carboxylic acid tert-butyl ester (Example 176, Step B) in 3.5 mL of DMF were added 0.6 mL of 2 M aq. Na2CO3 and 75.6 mg of thiophene-2-boronic acid. PdCl2dppf (20.2 mg) was added and the mixture was heated at 80° C. for 16 h. The mixture was poured into water (50 mL) and extracted w... Reactants: CC(=O)O, N#CSc1ccc(C=O)n1-c1ncccc1Cl, O. The product is O=Cc1ccc(S)n1-c1ncccc1Cl. As a reaction SMILES: [CH3:19][C:20](=[O:21])[OH:22].[Cl:1][c:2]1[c:3](-[n:8]2[c:9]([CH:16]=[O:17])[cH:10][cH:11][c:12]2[S:13][C:14]#[N:15])[n:4][cH:5][cH:6][cH:7]1.[OH2:18]>>[Cl:1][c:2]1[c:3](-[n:8]2[c:9]([CH:16]=[O:17])[cH:10][cH:11][c:12]2[SH:13])[n:4][cH:5][cH:6][cH:7]1. Reactants: FS(C1=CC=C(C=C1)O)(F)(F)(F)F (4-pentafluorosulfanylphenol), C1CCC2=NCCCN2CC1 (DBU). Run in C(OC)(OC)=O (dimethyl carbonate), CC(OCC)=O (EA). Product: COC1=CC=C(C=C1)S(F)(F)(F)(F)F (4-Methoxypentafluorosulfanylbenzene). Isolated yield 41.4%. Reaction SMILES: [F:1][S:2]([F:13])([F:12])([F:11])([F:10])[C:3]1[CH:8]=[CH:7][C:6]([OH:9])=[CH:5][CH:4]=1.[CH2:14]1CCN2C(=NCCC2)CC1>C(=O)(OC)OC.CC(=O)OCC>[CH3:14][O:9][C:6]1[CH:7]=[CH:8][C:3]([S:2]([F:10])([F:11])([F:12])([F:13])[F:1])=[CH:4][CH:5]=1. Procedure: 5.00 g of 4-pentafluorosulfanylphenol were dissolved in 50.00 g of dimethyl carbonate and 3.46 g of DBU were added. The mixture was boiled under reflux for 10 hours, then allowed to cool and diluted with 200 ml of EA. Subsequently, the mixture was washed twice with 100 ml each time of a 5% aqueous HCl solution, then with 100 ml of a 5% aqueous NaOH solution. Drying was effected over MgSO4 and the solvent was removed under reduced pressure. Chromatography on silica gel using 1:1 DIP/HEP afforded ... The reactants are CNC1=CC=CC=C1 (N-methylaniline), C([O-])([O-])=O.[K+].[K+] (potassium carbonate), [I-].[Na+] (sodium iodide), ClCCOCCOCCO (2-[2-(2-chloroethoxy)ethoxy]ethanol). Solvent: C(CCC)O (butanol). Yields the product CN(C1=CC=CC=C1)CCOCCOCCO (N-Methyl-N-2-[2-(hydroxyethoxy)ethoxy]ethylaniline). As a reaction SMILES: [CH3:1][NH:2][C:3]1[CH:8]=[CH:7][CH:6]=[CH:5][CH:4]=1.C(=O)([O-])[O-].[K+].[K+].[I-].[Na+].Cl[CH2:18][CH2:19][O:20][CH2:21][CH2:22][O:23][CH2:24][CH2:25][OH:26]>C(O)CCC>[CH3:1][N:2]([CH2:18][CH2:19][O:20][CH2:21][CH2:22][O:23][CH2:24][CH2:25][OH:26])[C:3]1[CH:8]=[CH:7][CH:6]=[CH:5][CH:4]=1 |f:1.2.3,4.5|. Reported procedure: A mixture of freshly distilled N-methylaniline (116 g, 1.1 mol), potassium carbonate (175 g, 1.25 mol), sodium iodide (4 g, 0.025 mol), 2-[2-(2-chloroethoxy)ethoxy]ethanol (168 g, 1 mol), and 900 mL of butanol was heated at reflux for 72 hours under nitrogen with vigorous stirring. After cooling and filtration the butanol was evaporated at reduced pressure to leave a tan oil. The oil was fractionally distilled in vacuo, yielding 150 g (63%) as a colorless oil, bp 190°-191° C. (0.13 mm). The reactants are C(C)(C)(C)OC(=O)N1CCC2=C(N(N=C2CC1)C1=CC=CC=C1)OS(=O)(=O)C(F)(F)F (2-phenyl-3-trifluoromethanesulfonyloxy-4,5,7,8-tetrahydro-2H-1,2,6-triaza-azulene-6-carboxylic acid tert-butyl ester), FC1=CC=C(C=C1)B(O)O (4-fluorophenylboronic acid). Yields the product FC1=CC=C(C=C1)C=1N(N=C2CCNCCC12)C1=CC=CC=C1 (3-(4-Fluoro-phenyl)-2-phenyl-2,4,5,6,7,8-hexahydro-1,2,6-triaza-azulene). Isolated yield 50.8%. As a reaction SMILES: C(OC([N:8]1[CH2:17][CH2:16][C:15]2[C:11](=[C:12](OS(C(F)(F)F)(=O)=O)[N:13]([C:18]3[CH:23]=[CH:22][CH:21]=[CH:20][CH:19]=3)[N:14]=2)[CH2:10][CH2:9]1)=O)(C)(C)C.[F:32][C:33]1[CH:38]=[CH:37][C:36](B(O)O)=[CH:35][CH:34]=1>>[F:32][C:33]1[CH:38]=[CH:37][C:36]([C:12]2[N:13]([C:18]3[CH:19]=[CH:20][CH:21]=[CH:22][CH:23]=3)[N:14]=[C:15]3[C:11]=2[CH2:10][CH2:9][NH:8][CH2:17][CH2:16]3)=[CH:35][CH:34]=1. Reported procedure: The title compound (70.0 mg) was prepared from 207.0 mg of 2-phenyl-3-trifluoromethanesulfonyloxy-4,5,7,8-tetrahydro-2H-1,2,6-triaza-azulene-6-carboxylic acid tert-butyl ester (Example 176, Step B) and 98.5 mg of 4-fluorophenylboronic acid as in Example 199. MS (ESI): exact mass calculated for C19H18FN3, 307.15. found, m/z 308.2 [M+H]+. 1H NMR (500 MHz, CDCl3): 7.28-7.24 (m, 2H), 7.22-7.16 (m, 3H), 7.13-7.10 (m, 2H), 7.05-7.01 (m, 2H), 3.12-3.08 (m, 2H), 3.05-3.02 (m, 2H), 3.01-2.98 (m, 2H), 2.6... Starting materials: O=C(Cl)C(=O)Cl, ClCCl, O=C(O)CCC(F)(F)F, CN(C)C=O. Yields the product O=C(Cl)CCC(F)(F)F. Reaction SMILES: [C:6]([C:7](=[O:8])[Cl:9])([Cl:10])=[O:11].[CH2:21]([Cl:22])[Cl:23].[F:12][C:13]([CH2:14][CH2:15][C:16]([OH:17])=[O:18])([F:19])[F:20].[O:1]=[CH:2][N:3]([CH3:4])[CH3:5]>>[CH2:6]([C:7](=[O:8])[Cl:9])[CH2:14][C:13]([F:12])([F:19])[F:20]. Reactants: ClCCCCOC=1C=C(C2=C(C(OC(N2)=O)(C)C)C1)C (6-(4-chlorobutoxy)-4,4,8-trimethyl-4H-3,1-benzoxazin-2-one), C1(=CC=CC=C1)S (thiophenol). Product: C1(=CC=CC=C1)SCCCCOC=1C=C(C2=C(C(OC(N2)=O)(C)C)C1)C (6-(4-Phenylmercapto-butoxy)-4,4,8-trimethyl-4H-3,1-benzoxazin-2-one). RXN SMILES: Cl[CH2:2][CH2:3][CH2:4][CH2:5][O:6][C:7]1[CH:8]=[C:9]([CH3:20])[C:10]2[NH:15][C:14](=[O:16])[O:13][C:12]([CH3:18])([CH3:17])[C:11]=2[CH:19]=1.[C:21]1([SH:27])[CH:26]=[CH:25][CH:24]=[CH:23][CH:22]=1>>[C:21]1([S:27][CH2:2][CH2:3][CH2:4][CH2:5][O:6][C:7]2[CH:8]=[C:9]([CH3:20])[C:10]3[NH:15][C:14](=[O:16])[O:13][C:12]([CH3:18])([CH3:17])[C:11]=3[CH:19]=2)[CH:26]=[CH:25][CH:24]=[CH:23][CH:22]=1. Reported procedure: Prepared analogously to Example 1 from 6-(4-chlorobutoxy)-4,4,8-trimethyl-4H-3,1-benzoxazin-2-one and thiophenol. The reactants are [Na+].[Cl-] (NaCl), C(=O)(O)[O-].[Na+] (NaHCO3), NCCCCC(=O)O (5-aminovaleric acid), Cl (HCl), C(=O)(O)[O-].[Na+] (NaHCO3). The solvent is CO (MeOH). Reaction conditions: time 48 hour. Yields the product NCCCCC(=O)OC (Methyl 5-aminovalerate). As a reaction SMILES: [NH2:1][CH2:2][CH2:3][CH2:4][CH2:5][C:6]([OH:8])=[O:7].Cl.[C:10]([O-])(O)=O.[Na+].[Na+].[Cl-]>CO>[NH2:1][CH2:2][CH2:3][CH2:4][CH2:5][C:6]([O:8][CH3:10])=[O:7] |f:2.3,4.5|. Procedure: To a solution of 5-aminovaleric acid (5 g, 42.68 mmol) in MeOH (100 mL) at room temperature was added HCl conc. (37%, 16 mL). The solution was stirred for 48 h at room temperature and monitored by HPLC-MS. The resulting solution was treated with a saturated aqueous solution of NaHCO3 then the solvents were evaporated under reduced pressure. The aqueous layer was washed several times with CH2Cl2 and AcOEt. The aqueous phase was concentrated to produce a solid containing the desired product, NaCl,...